The task is: describe an organic reaction: reactants, conditions, products, and yield. This data is from the Open Reaction Database (ORD), a public repository of structured organic reaction records. Reactants: C1(CC1)C=1C=CC(=NC1OCC1CC1)C(=O)O (5-cyclopropyl-6-cyclopropylmethyloxy-pyridine-2-carboxylic acid), Cl.C(C)C(N)C1=NOC(=N1)C (α-ethyl-5-methyl-1,2,4-oxadiazole-3-methanamine hydrochloride), CO (MeOH). Run in CCCCCCC (heptane). Yields the product CC1=NC(=NO1)C(CC)NC(=O)C1=NC(=C(C=C1)C1CC1)OCC1CC1 (5-Cyclopropyl-6-cyclopropylmethoxy-pyridine-2-carboxylic acid [(+)-1-(5-methyl-[1,2,4]oxadiazol-3-yl)-propyl]-amide). As a reaction SMILES: [CH:1]1([C:4]2[CH:5]=[CH:6][C:7]([C:15]([OH:17])=O)=[N:8][C:9]=2[O:10][CH2:11][CH:12]2[CH2:14][CH2:13]2)[CH2:3][CH2:2]1.Cl.[CH2:19]([CH:21]([C:23]1[N:27]=[C:26]([CH3:28])[O:25][N:24]=1)[NH2:22])[CH3:20].CO>CCCCCCC>[CH3:28][C:26]1[O:25][N:24]=[C:23]([CH:21]([NH:22][C:15]([C:7]2[CH:6]=[CH:5][C:4]([CH:1]3[CH2:2][CH2:3]3)=[C:9]([O:10][CH2:11][CH:12]3[CH2:13][CH2:14]3)[N:8]=2)=[O:17])[CH2:19][CH3:20])[N:27]=1 |f:1.2|. Reported procedure: The title compound was synthesized in analogy to Example 1, using 5-cyclopropyl-6-cyclopropylmethyloxy-pyridine-2-carboxylic acid (Example 42a) and α-ethyl-5-methyl-1,2,4-oxadiazole-3-methanamine hydrochloride (1:1) (CAN 111997-68-3) as starting materials. The product was isolated by chiral chromatography on Chiralpak AD using heptane/8% ethanol as eluent. The (+)-enantiomer was isolated. LC-MS (UV peak area/ESI) 98.5%, 357.1925 (M+H)+, αD20 (MeOH)=+36.7°.